From a dataset of the Open Reaction Database (ORD), a public repository of structured organic reaction records. describe an organic reaction: reactants, conditions, products, and yield Starting materials: C1(CCCCC1)NC1=NC(N(C12CCN(CC2)CC2=CC(=CC=C2)I)CCCC=C)=O (4-(cyclohexylamino)-8-(3-iodobenzyl)-1-pent-4-en-1-yl-1,3,8-triazaspiro[4.5]dec-3-en-2-one), C(C=C)[Sn](CCCC)(CCCC)CCCC (allyl tri-n-butyltin). Reagents/catalysts: C1=CC=C(C=C1)P(C2=CC=CC=C2)C3=CC=CC=C3.C1=CC=C(C=C1)P(C2=CC=CC=C2)C3=CC=CC=C3.Cl[Pd]Cl (trans-bis(triphenylphosphine)palladium(II) chloride). Run in CN(C)C=O (DMF), CCOC(=O)C (EtOAc). Run at temperature 90 celsius. Yields the product C(C=C)C=1C=C(CN2CCC3(C(=NC(N3CCCC=C)=O)NC3CCCCC3)CC2)C=CC1 (8-(3-allylbenzyl)-4-(cyclohexylamino)-1-pent-4-en-1-yl-1,3,8-triazaspiro[4.5]dec-3-en-2-one). As a reaction SMILES: [CH:1]1([NH:7][C:8]2[C:12]3([CH2:17][CH2:16][N:15]([CH2:18][C:19]4[CH:24]=[CH:23][CH:22]=[C:21](I)[CH:20]=4)[CH2:14][CH2:13]3)[N:11]([CH2:26][CH2:27][CH2:28][CH:29]=[CH2:30])[C:10](=[O:31])[N:9]=2)[CH2:6][CH2:5][CH2:4][CH2:3][CH2:2]1.[CH2:32]([Sn](CCCC)(CCCC)CCCC)[CH:33]=[CH2:34]>CN(C=O)C.CCOC(C)=O.C1C=CC(P(C2C=CC=CC=2)C2C=CC=CC=2)=CC=1.C1C=CC(P(C2C=CC=CC=2)C2C=CC=CC=2)=CC=1.Cl[Pd]Cl>[CH2:34]([C:21]1[CH:20]=[C:19]([CH:24]=[CH:23][CH:22]=1)[CH2:18][N:15]1[CH2:16][CH2:17][C:12]2([N:11]([CH2:26][CH2:27][CH2:28][CH:29]=[CH2:30])[C:10](=[O:31])[N:9]=[C:8]2[NH:7][CH:1]2[CH2:6][CH2:5][CH2:4][CH2:3][CH2:2]2)[CH2:13][CH2:14]1)[CH:33]=[CH2:32] |f:4.5.6|. Procedure details: To a solution of 4-(cyclohexylamino)-8-(3-iodobenzyl)-1-pent-4-en-1-yl-1,3,8-triazaspiro[4.5]dec-3-en-2-one (920 mg, 1.72 mmol, intermediate I.1.d.1) and trans-bis(triphenylphosphine)palladium(II) chloride (121 mg, 0.17 mmol) in degassed DMF (11.5 mL) was added allyl tri-n-butyltin (0.61 mL, 1.98 mmol) in one portion. The reaction mixture was stirred at 90° C., sealed, for 16 h, diluted with EtOAc, washed with aqueous LiCl twice, dried over sodium sulfate, concentrated in vacuo and purified by f... Starting materials: C(C)(C)(C)C1=CC=C(C=C1)C=1SC(=C(N1)C)CO ([2-(4-tert-butyl-phenyl)-4-methyl-thiazol-5-yl]-methanol), C1(=CC=CC=C1)P(C1=CC=CC=C1)C1=CC=CC=C1 (triphenylphosphine), N(=NC(=O)OCC)C(=O)OCC (DEAD), C(C)OC(C(CC1=CC(=C(C=C1)O)F)OCC)=O ([rac]-2-ethoxy-3-(3-fluoro-4-hydroxy-phenyl)-propionic acid ethyl ester). Solvent: O1CCCC1 (tetrahydrofuran). The product is C(C)OC(C(CC1=CC(=C(C=C1)OCC1=C(N=C(S1)C1=CC=C(C=C1)C(C)(C)C)C)F)OCC)=O ([rac]-3-{4-[2-(4-tert-butyl-phenyl)-4-methyl-thiazol-5-ylmethoxy]-3-fluoro-phenyl}-2-ethoxy-propionic acid ethyl ester). RXN SMILES: [CH2:1]([O:3][C:4](=[O:18])[CH:5]([O:15][CH2:16][CH3:17])[CH2:6][C:7]1[CH:12]=[CH:11][C:10]([OH:13])=[C:9]([F:14])[CH:8]=1)[CH3:2].[C:19]([C:23]1[CH:28]=[CH:27][C:26]([C:29]2[S:30][C:31]([CH2:35]O)=[C:32]([CH3:34])[N:33]=2)=[CH:25][CH:24]=1)([CH3:22])([CH3:21])[CH3:20].C1(P(C2C=CC=CC=2)C2C=CC=CC=2)C=CC=CC=1.N(C(OCC)=O)=NC(OCC)=O>O1CCCC1>[CH2:1]([O:3][C:4](=[O:18])[CH:5]([O:15][CH2:16][CH3:17])[CH2:6][C:7]1[CH:12]=[CH:11][C:10]([O:13][CH2:35][C:31]2[S:30][C:29]([C:26]3[CH:27]=[CH:28][C:23]([C:19]([CH3:21])([CH3:20])[CH3:22])=[CH:24][CH:25]=3)=[N:33][C:32]=2[CH3:34])=[C:9]([F:14])[CH:8]=1)[CH3:2]. Procedure: In analogy to the procedure described in example 1 d], [rac]-2-ethoxy-3-(3-fluoro-4-hydroxy-phenyl)-propionic acid ethyl ester (example 7 a]) was reacted with [2-(4-tert-butyl-phenyl)-4-methyl-thiazol-5-yl]-methanol in tetrahydrofuran in the presence of triphenylphosphine and DEAD (diethyl azodicarboxylate) to yield [rac]-3-{4-[2-(4-tert-butyl-phenyl)-4-methyl-thiazol-5-ylmethoxy]-3-fluoro-phenyl}-2-ethoxy-propionic acid ethyl ester, which was further saponified in analogy to the procedure descr... The reactants are CS(=O)(=O)NCCN1CCC(CC1)OC(N(C1=C(C=CC=C1)C1=NC(=NO1)C)C)=O ([1-[2-[(Methylsulphonyl)amino]ethyl]-4-piperidinyl]methyl[2-(3-methyl-1,2,4-oxadiazol-5-yl)phenyl]carbamate), C(\C=C/C(=O)O)(=O)O (maleic acid). Solvent: CO.ClCCl (methanol dichloromethane), CO (methanol). The product is C(\C=C/C(=O)O)(=O)O.CS(=O)(=O)NCCN1CCC(CC1)OC(N(C1=C(C=CC=C1)C1=NC(=NO1)C)C)=O ([1-[2-[(Methylsulphonyl)amino]ethyl]-4-piperidinyl]methyl[2-(3-methyl-1,2,4-oxadiazol-5-yl)phenyl]carbamate (Z)-2-butenedioate). The yield is 88.3%. RXN SMILES: [CH3:1][S:2]([NH:5][CH2:6][CH2:7][N:8]1[CH2:13][CH2:12][CH:11]([O:14][C:15](=[O:30])[N:16]([CH3:29])[C:17]2[CH:22]=[CH:21][CH:20]=[CH:19][C:18]=2[C:23]2[O:27][N:26]=[C:25]([CH3:28])[N:24]=2)[CH2:10][CH2:9]1)(=[O:4])=[O:3].[C:31]([OH:38])(=[O:37])/[CH:32]=[CH:33]\[C:34]([OH:36])=[O:35]>CO.ClCCl.CO>[C:31]([OH:38])(=[O:37])/[CH:32]=[CH:33]\[C:34]([OH:36])=[O:35].[CH3:1][S:2]([NH:5][CH2:6][CH2:7][N:8]1[CH2:13][CH2:12][CH:11]([O:14][C:15](=[O:30])[N:16]([CH3:29])[C:17]2[CH:22]=[CH:21][CH:20]=[CH:19][C:18]=2[C:23]2[O:27][N:26]=[C:25]([CH3:28])[N:24]=2)[CH2:10][CH2:9]1)(=[O:3])=[O:4] |f:2.3,5.6|. Reported procedure: [1-[2-[(Methylsulphonyl)amino]ethyl]-4-piperidinyl]methyl[2-(3-methyl-1,2,4-oxadiazol-5-yl)phenyl]carbamate (11.83 g) was dissolved in warm methanol/dichloromethane (50 ml/25 ml) and treated with a warm solution of maleic acid (2.91 g) in methanol (25 ml). The resultant solution was concentrated in vacuo to give a viscous gum which rapidly solidified upon standing. The beige solid was crystallised from absolute ethanol (500 ml) to give the title compound (12.25 g) as fluffy white microneedles, m... Reaction SMILES: [C:34](=[O:35])([O-:36])[O-:37].[CH2:40]1[CH2:41][CH2:42][NH:43][CH2:44][CH2:45]1.[CH3:1][N:2]([CH3:3])[CH:4]=[O:5].[Cl:6][CH2:7][CH2:8][O:9][c:10]1[c:11]([O:32][CH3:33])[cH:12][c:13]2[c:14]([O:20][c:21]3[c:22]([CH3:31])[n:23][c:24]4[cH:25][cH:26][cH:27][cH:28][c:29]4[cH:30]3)[cH:15][cH:16][n:17][c:18]2[cH:19]1.[K+:38].[K+:39].[OH2:46]>>[CH2:7]([CH2:8][O:9][c:10]1[c:11]([O:32][CH3:33])[cH:12][c:13]2[c:14]([O:20][c:21]3[c:22]([CH3:31])[n:23][c:24]4[cH:25][cH:26][cH:27][cH:28][c:29]4[cH:30]3)[cH:15][cH:16][n:17][c:18]2[cH:19]1)[N:43]1[CH2:42][CH2:41][CH2:40][CH2:45][CH2:44]1. The reactants are O=C([O-])[O-], C1CCNCC1, CN(C)C=O, COc1cc2c(Oc3cc4ccccc4nc3C)ccnc2cc1OCCCl, [K+], [K+], O. Yields the product COc1cc2c(Oc3cc4ccccc4nc3C)ccnc2cc1OCCN1CCCCC1. The reactants are COC(=O)CC(NC(=O)OC(C)(C)C)c1ccc(OS(=O)(=O)c2ccccc2C)cc1, O=C([O-])[O-], COc1cccc(OC)c1B(O)O, C1CCC(P(C2CCCCC2)C2CCCCC2)CC1, [Cs+], [Cs+], C1COCCO1. The product is COC(=O)CC(NC(=O)OC(C)(C)C)c1ccc(-c2c(OC)cccc2OC)cc1. Reaction SMILES: [C:1]([CH3:2])([CH3:3])([CH3:4])[O:5][C:6](=[O:7])[NH:8][CH:9]([CH2:10][C:11](=[O:12])[O:13][CH3:14])[c:15]1[cH:16][cH:17][c:18]([O:21][S:22]([c:23]2[c:24]([CH3:25])[cH:26][cH:27][cH:28][cH:29]2)(=[O:30])=[O:31])[cH:19][cH:20]1.[C:32](=[O:33])([O-:34])[O-:35].[CH3:57][O:58][c:59]1[c:60]([B:67]([OH:68])[OH:69])[c:61]([O:65][CH3:66])[cH:62][cH:63][cH:64]1.[CH:38]1([P:39]([CH:40]2[CH2:41][CH2:42][CH2:43][CH2:44][CH2:45]2)[CH:46]2[CH2:47][CH2:48][CH2:49][CH2:50][CH2:51]2)[CH2:52][CH2:53][CH2:54][CH2:55][CH2:56]1.[Cs+:36].[Cs+:37].[O:70]1[CH2:71][CH2:72][O:73][CH2:74][CH2:75]1>>[C:1]([CH3:2])([CH3:3])([CH3:4])[O:5][C:6](=[O:7])[NH:8][CH:9]([CH2:10][C:11](=[O:12])[O:13][CH3:14])[c:15]1[cH:16][cH:17][c:18](-[c:60]2[c:59]([O:58][CH3:57])[cH:64][cH:63][cH:62][c:61]2[O:65][CH3:66])[cH:19][cH:20]1. Starting materials: C/C(=C(/C(=O)[O-])\C)/C(=O)[O-] (dimethylmaleate), CNC(=O)NC (N,N'-dimethylurea), C1(=CC=CC=C1O)C (cresol). Run in ClC1=C(C=CC=C1)Cl (o-dichlorobenzene). Yields the product CN1C(=O)N(C(=O)C1=CC(=O)OC)C (1,3-dimethyl-5-(methoxycarbonyl-methylene)-hydantoin). Reaction SMILES: [CH3:1][NH:2][C:3]([NH:5][CH3:6])=[O:4].C/[C:8](/[C:14]([O-:16])=O)=[C:9](\C)/[C:10]([O-:12])=[O:11].[C:17]1(C)C(O)=CC=CC=1>ClC1C=CC=CC=1Cl>[CH3:1][N:2]1[C:8](=[CH:9][C:10]([O:12][CH3:17])=[O:11])[C:14](=[O:16])[N:5]([CH3:6])[C:3]1=[O:4]. Procedure: 44 g of N,N'-dimethylurea were dissolved in 150 g of o-dichlorobenzene and reacted with 72 g of dimethylmaleate for 2 hours at 180°-185° C after the addition of 25 g of cresol. The solvent was removed from this reaction mixture and the residue was fractionated under vacuum, 85 g (= 85% of the theory) of the desired product distilling over at 0.07 Torr and 128° C. A purified product melting at 49.5° C could be obtained by dissolving the crude product in chloroform and reprecipitating it with ethe... The reagents and catalysts are [Pd] (palladium on carbon). The solvent is C(C)(=O)OCC (ethyl acetate). Yields the product OC1=CC=C(CCS(=O)(=O)OCC)C=C1 (ethyl 4-hydroxyphenethyl sulfonate). Reaction SMILES: C([O:8][C:9]1[CH:22]=[CH:21][C:12]([CH2:13][CH2:14][S:15]([O:18][CH2:19][CH3:20])(=[O:17])=[O:16])=[CH:11][CH:10]=1)C1C=CC=CC=1.[H][H]>C(OCC)(=O)C.[Pd]>[OH:8][C:9]1[CH:22]=[CH:21][C:12]([CH2:13][CH2:14][S:15]([O:18][CH2:19][CH3:20])(=[O:17])=[O:16])=[CH:11][CH:10]=1. Reactants: C(C1=CC=CC=C1)OC1=CC=C(CCS(=O)(=O)OCC)C=C1 (ethyl 4-benzyloxyphenethyl sulfonate), [H][H] (hydrogen). Reported procedure: To a solution of ethyl 4-benzyloxyphenethyl sulfonate (1.43 g) in ethyl acetate (25 ml) is added 10% palladium on carbon (0.25 g) and the mixture shaken under 30 psi of hydrogen for 3 hours. The mixture is filtered and concentrated in vacuo to give ethyl 4-hydroxyphenethyl sulfonate. The reactants are FC1=[N+](C(=C(C(=C1F)F)F)F)[O-] (2,3,4,5,6-pentafluoropyridine N-oxide), C[Mg]I (methylmagnesium iodide), FC1=NC(=C(C(=C1F)F)F)F (2,3,4,5,6-Pentafluoropyridine), ( C ), N-oxide, [Cl-].[NH4+] (ammonium chloride). The solvent is C(C)OCC (diethyl ether). Product: CC1=[N+](C(=C(C(=C1F)F)F)F)[O-] (2-methyl-3,4,5,6-tetrafluoropyridine N-oxide). As a reaction SMILES: F[C:2]1C(F)=C(F)C(F)=C(F)N=1.F[C:13]1[C:18]([F:19])=[C:17]([F:20])[C:16]([F:21])=[C:15]([F:22])[N+:14]=1[O-:23].C[Mg]I.[Cl-].[NH4+]>C(OCC)C>[CH3:2][C:13]1[C:18]([F:19])=[C:17]([F:20])[C:16]([F:21])=[C:15]([F:22])[N+:14]=1[O-:23] |f:3.4|. Reported procedure: 2,3,4,5,6-Pentafluoropyridine (commercially available from Aldich Chemical Co.) is oxidized to the corresponding N-oxide following the procedures described in Step 6 of Example 66. The 2,3,4,5,6-pentafluoropyridine N-oxide is treated at ambient temperature with one equivalent of methylmagnesium iodide in diethyl ether as described by F. Binns and H. Suschitsky in Chemical Communications, 750-751 (1970) and J Chem Soc (C), 1223-1231 (1771). The reaction mixture is treated with aqueous ammonium ch... The reactants are C(C)C1=NN(C2=CC=CC(=C12)NC(=O)C1=CN=C2N1C=CC(=C2)OCCN2CCN(CC2)C)CC2=NC(=CC=C2)C (N-(3-ethyl-1-((6-methylpyridin-2-yl)methyl)-1H-indazol-4-yl)-7-(2-(4-methylpiperazin-1-yl)ethoxy)imidazo[1,2-a]pyridine-3-carboxamide), ClC1=CC(=CC=C1)C(=O)OO (metachloroperbenzoic acid). The solvent is C(Cl)Cl (DCM). Run at temperature 0 celsius, time 1 hour. The product is C(C)C1=NN(C2=CC=CC(=C12)NC(=O)C1=CN=C2N1C=CC(=C2)OCCN2CC[N+](CC2)(C)[O-])CC2=NC(=CC=C2)C (4-(2-(3(3-ethyl-1-((6-methylpyridin-2-yl)methyl)-1H-indazol-4-ylcarbamoyl)imidazo[1,2-a]pyridin-7-yloxy)ethyl)-1-methylpiperazine 1-oxide). The yield is 55.0%. RXN SMILES: [CH2:1]([C:3]1[C:11]2[C:6](=[CH:7][CH:8]=[CH:9][C:10]=2[NH:12][C:13]([C:15]2[N:19]3[CH:20]=[CH:21][C:22]([O:24][CH2:25][CH2:26][N:27]4[CH2:32][CH2:31][N:30]([CH3:33])[CH2:29][CH2:28]4)=[CH:23][C:18]3=[N:17][CH:16]=2)=[O:14])[N:5]([CH2:34][C:35]2[CH:40]=[CH:39][CH:38]=[C:37]([CH3:41])[N:36]=2)[N:4]=1)[CH3:2].ClC1C=CC=C(C(OO)=[O:50])C=1>C(Cl)Cl>[CH2:1]([C:3]1[C:11]2[C:6](=[CH:7][CH:8]=[CH:9][C:10]=2[NH:12][C:13]([C:15]2[N:19]3[CH:20]=[CH:21][C:22]([O:24][CH2:25][CH2:26][N:27]4[CH2:28][CH2:29][N+:30]([O-:50])([CH3:33])[CH2:31][CH2:32]4)=[CH:23][C:18]3=[N:17][CH:16]=2)=[O:14])[N:5]([CH2:34][C:35]2[CH:40]=[CH:39][CH:38]=[C:37]([CH3:41])[N:36]=2)[N:4]=1)[CH3:2]. Procedure: To N-(3-ethyl-1-((6-methylpyridin-2-yl)methyl)-1H-indazol-4-yl)-7-(2-(4-methylpiperazin-1-yl)ethoxy)imidazo[1,2-a]pyridine-3-carboxamide (25 mg, 0.045 mmol; prepared according to Example 45) in DCM (3 mL) at 0° C. was added metachloroperbenzoic acid (7.8 mg, 0.032 mmol). The reaction mixture was stirred at 0° C. for one hour. The reaction mixture was concentrated under reduced pressure and silica gel chromatography (DCM/MeOH/NH4OH 10:1:0.1) provided the final product (10 mg). MS (ES+APCI) m/z=56...